From a dataset of the Open Reaction Database (ORD), a public repository of structured organic reaction records. describe an organic reaction: reactants, conditions, products, and yield The reactants are O=C(O)c1ccc(Br)cc1F, CC(C)(C)O, C1CCOC1, [Cl-], O=C(Cl)C(=O)Cl, ClCCl, CN(C)C=O, c1ccncc1. Yields the product CC(C)(C)OC(=O)c1ccc(Br)cc1F. As a reaction SMILES: [Br:1][c:2]1[cH:3][c:4]([F:11])[c:5]([C:6](=[O:7])[OH:8])[cH:9][cH:10]1.[C:19]([CH3:20])([CH3:21])([CH3:22])[OH:23].[CH2:24]1[O:25][CH2:26][CH2:27][CH2:28]1.[Cl-:18].[Cl:12][C:13]([C:14]([Cl:15])=[O:16])=[O:17].[Cl:29][CH2:30][Cl:31].[O:38]=[CH:39][N:40]([CH3:41])[CH3:42].[cH:32]1[cH:33][cH:34][n:35][cH:36][cH:37]1>>[Br:1][c:2]1[cH:3][c:4]([F:11])[c:5]([C:6](=[O:7])[O:8][C:19]([CH3:20])([CH3:21])[CH3:22])[cH:9][cH:10]1. The product is FC(C(=O)O)(F)F.C1C(CC12CNCC2)N2CCC(CC2)C(=O)NC(C)(C)C (1-(6-azaspiro[3.4]oct-2-yl)-N-tert-butylpiperidine-4-carboxamide trifluoroacetate). Starting materials: C(C)(C)(C)OC(=O)N1CC2(CC(C2)N2CCC(CC2)C(NC(C)(C)C)=O)CC1 (tert-Butyl-2-[4-(tert-butylcarbamoyl)piperidin-1-yl]-6-azaspiro[3.4]octane-6-carboxylate), C(=O)(C(F)(F)F)O (TFA). Run in C(Cl)Cl (DCM). Reported procedure: tert-Butyl-2-[4-(tert-butylcarbamoyl)piperidin-1-yl]-6-azaspiro[3.4]octane-6-carboxylate (0.627 g, 1.55 mmol) was dissolved in DCM (4 mL) and TFA (1 mL) was added. The reaction mixture was stirred at rt overnight under nitrogen, then the solvents were removed in vacuo, to give 1-(6-azaspiro[3.4]oct-2-yl)-N-tert-butylpiperidine-4-carboxamide trifluoroacetate (1:2) as an oil which was used directly without further purification. The residue was dissolved in DCM (8 mL) and NEt3 (0.056 g, 0.08 mL, 0.... Run at time 8 hour. As a reaction SMILES: C(OC([N:8]1[CH2:28][CH2:27][C:10]2([CH2:13][CH:12]([N:14]3[CH2:19][CH2:18][CH:17]([C:20](=[O:26])[NH:21][C:22]([CH3:25])([CH3:24])[CH3:23])[CH2:16][CH2:15]3)[CH2:11]2)[CH2:9]1)=O)(C)(C)C.[C:29]([OH:35])([C:31]([F:34])([F:33])[F:32])=[O:30]>C(Cl)Cl>[F:32][C:31]([F:34])([F:33])[C:29]([OH:35])=[O:30].[CH2:11]1[C:10]2([CH2:27][CH2:28][NH:8][CH2:9]2)[CH2:13][CH:12]1[N:14]1[CH2:15][CH2:16][CH:17]([C:20]([NH:21][C:22]([CH3:25])([CH3:24])[CH3:23])=[O:26])[CH2:18][CH2:19]1 |f:3.4|. Starting materials: O=c1c2cc(F)c(F)cc2nc(CCl)n1-c1ccccc1Cl, [K+], [K+], O=C([O-])[O-], CN(C)C=O, O, Sc1ncnc2nc[nH]c12. Product: O=c1c2cc(F)c(F)cc2nc(CSc2ncnc3[nH]cnc23)n1-c1ccccc1Cl. As a reaction SMILES: [Cl:1][CH2:2][c:3]1[n:4][c:5]2[cH:6][c:7]([F:22])[c:8]([F:21])[cH:9][c:10]2[c:11](=[O:20])[n:12]1-[c:13]1[c:14]([Cl:19])[cH:15][cH:16][cH:17][cH:18]1.[K+:34].[K+:35].[O-:36][C:37]([O-:38])=[O:39].[O:40]=[CH:41][N:42]([CH3:43])[CH3:44].[OH2:23].[SH:24][c:25]1[c:26]2[nH:27][cH:28][n:29][c:30]2[n:31][cH:32][n:33]1>>[CH2:2]([c:3]1[n:4][c:5]2[cH:6][c:7]([F:22])[c:8]([F:21])[cH:9][c:10]2[c:11](=[O:20])[n:12]1-[c:13]1[c:14]([Cl:19])[cH:15][cH:16][cH:17][cH:18]1)[S:24][c:25]1[c:26]2[n:27][cH:28][nH:29][c:30]2[n:31][cH:32][n:33]1. The reactants are NC1=C2N=CN(C2=NC=N1)[C@H]1[C@H](O)[C@@H]([C@H](O1)C(=O)O)NC([C@@H](NC([C@H](NC(=O)OC(C)(C)C)CC1=CC=CC=C1)=O)CC1=CC=C(C=C1)OC)=O (1-(6-Amino-9H-purin-9-yl)-3-[N-(N-tert-butoxycarbonyl-β-phenyl-D-alanyl)-O-methyl-L-tyrosylamino]-1,3-dideoxy-β-D-ribofuranuronic acid). Run in C(=O)O (formic acid). Product: NC1=C2N=CN(C2=NC=N1)[C@H]1[C@H](O)[C@@H]([C@H](O1)C(=O)O)NC([C@@H](NC([C@H](N)CC1=CC=CC=C1)=O)CC1=CC=C(C=C1)OC)=O (1-(6-Amino-9H-purin-9-yl)-1,3-dideoxy-3-[N-(β-phenyl-D-alanyl)-O-methyl-L-tyrosylamino]-β-D-ribofuranuronic acid). Isolated yield 66.6%. As a reaction SMILES: [NH2:1][C:2]1[N:10]=[CH:9][N:8]=[C:7]2[C:3]=1[N:4]=[CH:5][N:6]2[C@@H:11]1[O:16][C@H:15]([C:17]([OH:19])=[O:18])[C@@H:14]([NH:20][C:21](=[O:51])[C@H:22]([CH2:42][C:43]2[CH:48]=[CH:47][C:46]([O:49][CH3:50])=[CH:45][CH:44]=2)[NH:23][C:24](=[O:41])[C@@H:25]([CH2:34][C:35]2[CH:40]=[CH:39][CH:38]=[CH:37][CH:36]=2)[NH:26]C(OC(C)(C)C)=O)[C@H:12]1[OH:13]>C(O)=O>[NH2:1][C:2]1[N:10]=[CH:9][N:8]=[C:7]2[C:3]=1[N:4]=[CH:5][N:6]2[C@@H:11]1[O:16][C@H:15]([C:17]([OH:19])=[O:18])[C@@H:14]([NH:20][C:21](=[O:51])[C@H:22]([CH2:42][C:43]2[CH:48]=[CH:47][C:46]([O:49][CH3:50])=[CH:45][CH:44]=2)[NH:23][C:24](=[O:41])[C@@H:25]([CH2:34][C:35]2[CH:40]=[CH:39][CH:38]=[CH:37][CH:36]=2)[NH2:26])[C@H:12]1[OH:13]. Reported procedure: 1-(6-Amino-9H-purin-9-yl)-1,3-dideoxy-3-[N-(β-phenyl-D-alanyl)-O-methyl-L-tyrosylamino]-β-D-ribofuranuronic acid (240 mg) was prepared by reacting 1-(6-amino-9H-purin-9-yl)-3-[N-(N-tert-butoxycarbonyl-β-phenyl-D-alanyl-O-methyl-L-tyrosylamino]-1,3-dideoxy-β-D-ribofuranuronic acid (420 mg) prepared in Example 84 with formic acid (6.7 ml) according to a similar manner to that of Example 45, mp. 175°-182° C. (dec.). The reactants are ClCCl, CCN(C(C)C)C(C)C, CC(=O)SC1COC(COS(=O)(=O)C(F)(F)F)C1, Oc1ccccc1. Yields the product CC(=O)SC1COC(COc2ccccc2)C1. RXN SMILES: [CH2:35]([Cl:36])[Cl:37].[CH:8]([N:9]([CH2:10][CH3:11])[CH:12]([CH3:13])[CH3:14])([CH3:15])[CH3:16].[F:17][C:18]([F:19])([F:20])[S:21]([O:22][CH2:23][CH:24]1[CH2:25][CH:26]([S:29][C:30]([CH3:31])=[O:32])[CH2:27][O:28]1)(=[O:33])=[O:34].[OH:1][c:2]1[cH:3][cH:4][cH:5][cH:6][cH:7]1>>[O:1]([c:2]1[cH:3][cH:4][cH:5][cH:6][cH:7]1)[CH2:23][CH:24]1[CH2:25][CH:26]([S:29][C:30]([CH3:31])=[O:32])[CH2:27][O:28]1.